From a dataset of the Open Reaction Database (ORD), a public repository of structured organic reaction records. describe an organic reaction: reactants, conditions, products, and yield The reactants are NC=1C=C(C(=O)O)C=CC1OC (3-Amino-4-methoxybenzoic acid), C(C)O (ethanol), S(O)(O)(=O)=O (sulfuric acid). Reaction conditions: temperature 65 celsius, time 8 hour. Yields the product NC=1C=C(C(=O)OCC)C=CC1OC (ethyl 3-amino-4-methoxybenzoate). Isolated yield 89.4%. As a reaction SMILES: [NH2:1][C:2]1[CH:3]=[C:4]([CH:8]=[CH:9][C:10]=1[O:11][CH3:12])[C:5]([OH:7])=[O:6].S(=O)(=O)(O)O.[CH2:18](O)[CH3:19]>>[NH2:1][C:2]1[CH:3]=[C:4]([CH:8]=[CH:9][C:10]=1[O:11][CH3:12])[C:5]([O:7][CH2:18][CH3:19])=[O:6]. Reported procedure: 3-Amino-4-methoxybenzoic acid (3.34 g) was dissolved in ethanol (100 ml). Concentrated sulfuric acid (3 ml) was added to the solution, and the mixture was stirred at 65° C. overnight. The solvent was removed from the reaction solution by distillation under the reduced pressure, and the residue was adjusted to pH 7 by the addition of a saturated aqueous sodium carbonate solution, followed by extraction with ethyl acetate. The organic layer was dried over anhydrous magnesium sulfate, and the solve... Reported procedure: The solution of acetophenone (30 g, 0.25 mol) and Me2NH.HCl (0.28 mol) in EtOH (400 mL) was heated at 70° C. overnight. The resulting mixture was concentrated and the residue was washed with EtOAc to give 3-(dimethylamino)-1-phenylpropan-1-one (17.7 g, 40%). 1H NMR (400 MHz, CDCl3): δ=2.36 (m, 6H), 2.74 (m, 2H), 3.14 (m, 2H), 7.43 (m, 2H), 7.52 (m, 1H), 7.94 (m, 2H). The product is CN(CCC(=O)C1=CC=CC=C1)C (3-(dimethylamino)-1-phenylpropan-1-one). The reactants are C(C)(=O)C1=CC=CC=C1 (acetophenone), N(C)C.Cl (Me2NH.HCl), CCO (EtOH). Isolated yield 40.0%. As a reaction SMILES: [C:1]([C:4]1[CH:9]=[CH:8][CH:7]=[CH:6][CH:5]=1)(=[O:3])[CH3:2].[NH:10]([CH3:12])[CH3:11].Cl.[CH3:14]CO>>[CH3:11][N:10]([CH3:14])[CH2:12][CH2:2][C:1]([C:4]1[CH:9]=[CH:8][CH:7]=[CH:6][CH:5]=1)=[O:3] |f:1.2|. Starting materials: CC1=C(C(=CC=C1)C)O (2,6-dimethylphenol), S(=O)(=O)(OC)OC (dimethyl sulfate), [OH-].[Na+] (Sodium hydroxide). Run in O (water). Run at temperature 60 celsius. The product is CC1=C(C(=CC=C1)C)OC (2,6-Dimethylanisole). Yield: 57.3%. Reaction SMILES: [OH-].[Na+].[CH3:3][C:4]1[CH:9]=[CH:8][CH:7]=[C:6]([CH3:10])[C:5]=1[OH:11].S(OC)(O[CH3:16])(=O)=O>O>[CH3:3][C:4]1[CH:9]=[CH:8][CH:7]=[C:6]([CH3:10])[C:5]=1[O:11][CH3:16] |f:0.1|. Procedure: Sodium hydroxide (20 g, 500 mmol) was dissolved in distilled water (200 mL) and placed in a round-bottom flask fitted with a reflux condenser. To the solution were added sequentially 2,6-dimethylphenol (1, 61 g, 500 mmol) and dimethyl sulfate (48 mL, 500 mmol). The mixture was heated at 60° C. for about 17 h, cooled, and transferred to a separatory funnel. The organic layer was separated, and the aqueous layer was extracted with benzene. The combined organic layers were washed sequentially with ... The reactants are CO, COC(=O)C(C)(C)Nc1nc(Cl)ccc1[N+](=O)[O-], [H][H]. Product: CC1(C)Nc2nc(Cl)ccc2NC1=O. As a reaction SMILES: [CH3:21][OH:22].[Cl:1][c:2]1[cH:3][cH:4][c:5]([N+:16]([O-:17])=[O:18])[c:6]([NH:8][C:9]([C:10](=[O:11])[O:12][CH3:13])([CH3:14])[CH3:15])[n:7]1.[H:19][H:20]>>[Cl:1][c:2]1[cH:3][cH:4][c:5]2[c:6]([n:7]1)[NH:8][C:9]([CH3:14])([CH3:15])[C:10](=[O:11])[NH:16]2. The reactants are C1COCCN1, O=C(Cl)Oc1ccc([N+](=O)[O-])cc1, ClCCl, CCOc1ccc2c(C#N)c(-c3ccc(N)cc3)n(C3CCC3)c2c1, c1ccncc1. Product: CCOc1ccc2c(C#N)c(-c3ccc(NC(=O)N4CCOCC4)cc3)n(C3CCC3)c2c1. Reaction SMILES: [CH2:45]1[CH2:46][O:47][CH2:48][CH2:49][NH:50]1.[Cl:26][C:27](=[O:28])[O:29][c:30]1[cH:31][cH:32][c:33]([N+:34]([O-:35])=[O:36])[cH:37][cH:38]1.[Cl:51][CH2:52][Cl:53].[NH2:1][c:2]1[cH:3][cH:4][c:5](-[c:8]2[n:9]([CH:22]3[CH2:23][CH2:24][CH2:25]3)[c:10]3[cH:11][c:12]([O:19][CH2:20][CH3:21])[cH:13][cH:14][c:15]3[c:16]2[C:17]#[N:18])[cH:6][cH:7]1.[cH:39]1[cH:40][cH:41][n:42][cH:43][cH:44]1>>[NH:1]([c:2]1[cH:3][cH:4][c:5](-[c:8]2[n:9]([CH:22]3[CH2:23][CH2:24][CH2:25]3)[c:10]3[cH:11][c:12]([O:19][CH2:20][CH3:21])[cH:13][cH:14][c:15]3[c:16]2[C:17]#[N:18])[cH:6][cH:7]1)[C:27](=[O:28])[N:50]1[CH2:45][CH2:46][O:47][CH2:48][CH2:49]1. The reactants are C(CCC)C1(C(C2=CC=C(C=C2C1)OC)=O)CC(C)=O (2-butyl-5-methoxy-(2-oxopropyl)-1-indanone). Run in [OH-].[K+] (KOH), O (water). Product: C(CCC)C12C(C=3C=CC(=CC3C1)OC)=CC(C2)=O (8a-butyl-6-methoxy-8,8a-dihydrocyclopenta[a]inden-2(1H)-one). Reaction SMILES: [CH2:1]([C:5]1([CH2:17][C:18](=[O:20])[CH3:19])[CH2:13][C:12]2[C:7](=[CH:8][CH:9]=[C:10]([O:14][CH3:15])[CH:11]=2)[C:6]1=O)[CH2:2][CH2:3][CH3:4]>[OH-].[K+].O>[CH2:1]([C:5]12[CH2:17][C:18](=[O:20])[CH:19]=[C:6]1[C:7]1[CH:8]=[CH:9][C:10]([O:14][CH3:15])=[CH:11][C:12]=1[CH2:13]2)[CH2:2][CH2:3][CH3:4] |f:1.2|. Reported procedure: Potassium hydroxide (8 g, 87% weight pure, 0.12 mol) was dissolved in 7:1 water-EtOH (80 mL) to give a 1.56M solution. A suspension of 2-butyl-5-methoxy-(2-oxopropyl)-1-indanone (83 mg, 0.3 mmol) in 5 mL of the KOH solution was stirred and heated at reflux for 23 hours. After cooling, the mixture was diluted with water (10 mL) and extracted with EtOAc (3×30 mL). The extracts were washed with 1N HCl, water, and brine (20 mL each), dried over MgSO4, filtered, and concentrated under vacuum to an oi...